From a dataset of the Open Reaction Database (ORD), a public repository of structured organic reaction records. describe an organic reaction: reactants, conditions, products, and yield The reactants are CC(C)(C)OC(=O)N1CCN(c2nccnc2Cl)CC1, C1COCCO1, ClCCl, Cl, [Na+], [OH-]. The product is Clc1nccnc1N1CCNCC1. RXN SMILES: [C:1]([O:2][C:3](=[O:4])[N:8]1[CH2:9][CH2:10][N:11]([c:14]2[n:15][cH:16][cH:17][n:18][c:19]2[Cl:20])[CH2:12][CH2:13]1)([CH3:5])([CH3:6])[CH3:7].[CH2:24]1[O:25][CH2:26][CH2:27][O:28][CH2:29]1.[Cl:30][CH2:31][Cl:32].[ClH:21].[Na+:23].[OH-:22]>>[NH:8]1[CH2:9][CH2:10][N:11]([c:14]2[n:15][cH:16][cH:17][n:18][c:19]2[Cl:20])[CH2:12][CH2:13]1. Starting materials: CC(C)(CO)Nc1ccc(N)cn1, O=C(O)c1nc(-c2ccccc2)oc1C(F)(F)F. Product: CC(C)(CO)Nc1ccc(NC(=O)c2nc(-c3ccccc3)oc2C(F)(F)F)cn1. Reaction SMILES: [NH2:19][c:20]1[cH:21][cH:22][c:23]([NH:26][C:27]([CH2:28][OH:29])([CH3:30])[CH3:31])[n:24][cH:25]1.[c:1]1(-[c:7]2[o:8][c:9]([C:15]([F:16])([F:17])[F:18])[c:10]([C:12](=[O:13])[OH:14])[n:11]2)[cH:2][cH:3][cH:4][cH:5][cH:6]1>>[c:1]1(-[c:7]2[o:8][c:9]([C:15]([F:16])([F:17])[F:18])[c:10]([C:12](=[O:14])[NH:19][c:20]3[cH:21][cH:22][c:23]([NH:26][C:27]([CH2:28][OH:29])([CH3:30])[CH3:31])[n:24][cH:25]3)[n:11]2)[cH:2][cH:3][cH:4][cH:5][cH:6]1.